Dataset: the Open Reaction Database (ORD), a public repository of structured organic reaction records. Task: describe an organic reaction: reactants, conditions, products, and yield Reactants: [OH-].[Li+] (lithium hydroxide), FC(C(=O)O)(F)F.CC1=CC=C(C=C1)S(=O)(=O)NC(=O)NC=1C=C(C=CC1)C(=O)NCC(=O)NC(CC(=O)OCC)C=1C=NC=CC1 (ethyl β-[[2-[[[3-[[[[(4-methylphenyl)sulfonyl]amino]carbonyl]amino]phenyl]carbonyl]amino]acetyl]amino]pyridine-3-propanoate, trifluoroacetate salt), FC(C(=O)O)(F)F (trifluoroacetic acid). Run in O.C(C)#N (water acetonitrile). Reaction conditions: temperature 25 celsius. The product is FC(C(=O)O)(F)F.CC1=CC=C(C=C1)S(=O)(=O)NC(=O)NC=1C=C(C=CC1)C(=O)NCC(=O)NC(CC(=O)O)C=1C=NC=CC1 (β-[[2-[[[3-[[[[(4-methylphenyl)sulfonyl]amino]carbonyl]amino]phenyl]carbonyl]amino]acetyl]amino]pyridine-3-propanoic acid, trifluoroacetate salt). The yield is 563.7%. As a reaction SMILES: [F:1][C:2]([F:7])([F:6])[C:3]([OH:5])=[O:4].[CH3:8][C:9]1[CH:14]=[CH:13][C:12]([S:15]([NH:18][C:19]([NH:21][C:22]2[CH:23]=[C:24]([C:28]([NH:30][CH2:31][C:32]([NH:34][CH:35]([C:42]3[CH:43]=[N:44][CH:45]=[CH:46][CH:47]=3)[CH2:36][C:37]([O:39]CC)=[O:38])=[O:33])=[O:29])[CH:25]=[CH:26][CH:27]=2)=[O:20])(=[O:17])=[O:16])=[CH:11][CH:10]=1.[OH-].[Li+].FC(F)(F)C(O)=O>O.C(#N)C>[F:1][C:2]([F:7])([F:6])[C:3]([OH:5])=[O:4].[CH3:8][C:9]1[CH:10]=[CH:11][C:12]([S:15]([NH:18][C:19]([NH:21][C:22]2[CH:23]=[C:24]([C:28]([NH:30][CH2:31][C:32]([NH:34][CH:35]([C:42]3[CH:43]=[N:44][CH:45]=[CH:46][CH:47]=3)[CH2:36][C:37]([OH:39])=[O:38])=[O:33])=[O:29])[CH:25]=[CH:26][CH:27]=2)=[O:20])(=[O:16])=[O:17])=[CH:13][CH:14]=1 |f:0.1,2.3,5.6,7.8|. Procedure: The compound of Example 111 (500 mg, 0.095 mmol) was dissolved in water/acetonitrile (1:1), followed by the addition of lithium hydroxide (100 mg, 0.4 mmol). The reaction mixture was stirred at 25° C., and monitored by HPLC. After complete hydrolysis (1-2 hours) trifluoroacetic acid was added until pH=2. The product was purified by reverse phase chromatography (water/acetonitrile) and lyophilized to result in a white solid (350 mg). MS and 1H-NMR were consistent with the proposed structure. The reactants are C26H23Cl2N5O2, ClC1=C(C(=O)O)C=CC(=C1)C(=O)NC(C)C1=NC2=C(N1)C=CC(=C2)Cl (rac.-2-chloro-4-{N-[1-(5-chloro-1H-benzimidazol-2-yl)ethyl]aminocarbonyl}benzoic acid), N1=C(C=CC=C1)C1NCCC1 (rac.-2-(pyridin-2-yl)pyrrolidine), C(C)(C)N(CC)C(C)C (diisopropylethylamine), ClCl (chlorine). Solvent: CS(=O)C (DMSO). The product is ClC=1C=C(C(=O)NC(C)C2=NC3=C(N2)C=CC(=C3)Cl)C=CC1C(=O)N1C(CCC1)C1=NC=CC=C1 (3-chloro-N-[1-(5-chloro-1H-benzimidazol-2-yl)ethyl]-4-[2-(pyridin-2-yl)pyrrolidin-1-ylcarbonyl]benzamide). As a reaction SMILES: [Cl:1][C:2]1[CH:10]=[C:9]([C:11]([NH:13][CH:14]([C:16]2[NH:20][C:19]3[CH:21]=[CH:22][C:23]([Cl:25])=[CH:24][C:18]=3[N:17]=2)[CH3:15])=[O:12])[CH:8]=[CH:7][C:3]=1[C:4]([OH:6])=O.[N:26]1[CH:31]=[CH:30][CH:29]=[CH:28][C:27]=1[CH:32]1[CH2:36][CH2:35][CH2:34][NH:33]1.C(N(C(C)C)CC)(C)C.ClCl>CS(C)=O>[Cl:1][C:2]1[CH:10]=[C:9]([CH:8]=[CH:7][C:3]=1[C:4]([N:33]1[CH2:34][CH2:35][CH2:36][CH:32]1[C:27]1[CH:28]=[CH:29][CH:30]=[CH:31][N:26]=1)=[O:6])[C:11]([NH:13][CH:14]([C:16]1[NH:20][C:19]2[CH:21]=[CH:22][C:23]([Cl:25])=[CH:24][C:18]=2[N:17]=1)[CH3:15])=[O:12]. Procedure: Prepared analogously to Example 1d from rac.-2-chloro-4-{N-[1-(5-chloro-1H-benzimidazol-2-yl)ethyl]aminocarbonyl}benzoic acid, rac.-2-(pyridin-2-yl)pyrrolidine, PFTU, and diisopropylethylamine in DMSO at ambient temperature. HPLC-MS results: retention time: 3.98 minutes; C26H23Cl2N5O2 (508.41); mass spectrum: (M−H)−=507/509/511 (chlorine isotope). Reactants: S(O)(O)(=O)=O (sulfuric acid), N(=O)[O-].[Na+] (sodium nitrite), C(#N)CC(=O)OCC (ethyl cyanoacetate). The solvent is O (water). Reaction conditions: time 2 hour. Product: ON=C(C(=O)OCC)C#N (ethyl 2-hydroxyiminocyanoacetate). Yield: 93.9%. RXN SMILES: S(=O)(=O)(O)O.[N:6]([O-:8])=O.[Na+].[C:10]([CH2:12][C:13]([O:15][CH2:16][CH3:17])=[O:14])#[N:11]>O>[OH:8][N:6]=[C:12]([C:10]#[N:11])[C:13]([O:15][CH2:16][CH3:17])=[O:14] |f:1.2|. Reported procedure: 62.5% sulfuric acid (603.7 g) were added dropwise to sodium nitrite (507.2 g) and ethyl cyanoacetate (791.0 g) in water (2,540 ml) at 30° to 40° C. over 2.2 hrs. under cooling. After completion of the addition, the mixture was stirred at a room temperature for 2 hrs, and the nitrogen oxide (NO2) was removed under reduced pressure, and the residue was cooled to 15° C. to separate crystals, which were filtered off and washed twice with water (150 ml) and twice with toluene (200 ml), and dried at 5... The reactants are CC1=C(C(=NO1)C1=CC=CC=C1)C(=O)O (5-methyl-3-phenyl-isoxazole-4-carboxylic acid), S(=O)(Cl)Cl (thionyl chloride). Product: CC1=C(C(=NO1)C1=CC=CC=C1)C(=O)Cl (5-methyl-3-phenyl-isoxazole-4-carboxylic acid chloride). Yield: 93.0%. Reaction SMILES: [CH3:1][C:2]1[O:6][N:5]=[C:4]([C:7]2[CH:12]=[CH:11][CH:10]=[CH:9][CH:8]=2)[C:3]=1[C:13]([OH:15])=O.S(Cl)([Cl:18])=O>>[CH3:1][C:2]1[O:6][N:5]=[C:4]([C:7]2[CH:12]=[CH:11][CH:10]=[CH:9][CH:8]=2)[C:3]=1[C:13]([Cl:18])=[O:15]. Procedure: A mixture of 5-methyl-3-phenyl-isoxazole-4-carboxylic acid (4.06 g, 20 mmol, commercially available) and thionyl chloride (5 mL) was heated under reflux for 3 h. Evaporation of all volatiles afforded 5-methyl-3-phenyl-isoxazole-4-carboxylic acid chloride (4.4 g, 93%) as yellow oil, which was used without further purification in the next reaction. To a mixture of an aqueous solution of 2-picolylamine (0.182 g, 1.68 mmol) in water (2 mL) and ethyl acetate (4 mL) were added sodium hydrogen carbonat... The product is C(C1=CC=CC=C1)N1CC2=C(N=C(N=C2N2CC([C@@H](CC2)OC)(C)C)C2=C3C(=NN(C3=CC=C2C)S(=O)(=O)C2=CC=C(C)C=C2)C)CC1 ((R)-6-Benzyl-2-(3,5-dimethyl-1-tosyl-1H-indazol-4-yl)-4-(4-methoxy-3,3-dimethylpiperidin-1-yl)-5,6,7,8-tetrahydropyrido[4,3-d]pyrimidine). The reactants are C([O-])([O-])=O.[Na+].[Na+] (sodium carbonate), solution, C(C1=CC=CC=C1)N1CC2=C(N=C(N=C2N2CC([C@@H](CC2)OC)(C)C)Cl)CC1 ((R)-6-benzyl-2-chloro-4-(4-methoxy-3,3-dimethylpiperidin-1-yl)-5,6,7,8-tetrahydropyrido[4,3-d]pyrimidine), CC1=NN(C2=CC=C(C(=C12)B1OC(C(O1)(C)C)(C)C)C)S(=O)(=O)C1=CC=C(C)C=C1 (3,5-dimethyl-4-(4,4,5,5-tetramethyl-1,3,2-dioxaborolan-2-yl)-1-tosyl-1H-indazole). RXN SMILES: [CH2:1]([N:8]1[CH2:28][CH2:27][C:11]2[N:12]=[C:13](Cl)[N:14]=[C:15]([N:16]3[CH2:21][CH2:20][C@@H:19]([O:22][CH3:23])[C:18]([CH3:25])([CH3:24])[CH2:17]3)[C:10]=2[CH2:9]1)[C:2]1[CH:7]=[CH:6][CH:5]=[CH:4][CH:3]=1.[CH3:29][C:30]1[C:38]2[C:33](=[CH:34][CH:35]=[C:36]([CH3:48])[C:37]=2B2OC(C)(C)C(C)(C)O2)[N:32]([S:49]([C:52]2[CH:58]=[CH:57][C:55]([CH3:56])=[CH:54][CH:53]=2)(=[O:51])=[O:50])[N:31]=1.C(=O)([O-])[O-].[Na+].[Na+]>O1CCOCC1.CCOC(C)=O.O.C1C=CC([P]([Pd]([P](C2C=CC=CC=2)(C2C=CC=CC=2)C2C=CC=CC=2)([P](C2C=CC=CC=2)(C2C=CC=CC=2)C2C=CC=CC=2)[P](C2C=CC=CC=2)(C2C=CC=CC=2)C2C=CC=CC=2)(C2C=CC=CC=2)C2C=CC=CC=2)=CC=1>[CH2:1]([N:8]1[CH2:28][CH2:27][C:11]2[N:12]=[C:13]([C:37]3[C:36]([CH3:48])=[CH:35][CH:34]=[C:33]4[C:38]=3[C:30]([CH3:29])=[N:31][N:32]4[S:49]([C:52]3[CH:58]=[CH:57][C:55]([CH3:56])=[CH:54][CH:53]=3)(=[O:50])=[O:51])[N:14]=[C:15]([N:16]3[CH2:21][CH2:20][C@@H:19]([O:22][CH3:23])[C:18]([CH3:25])([CH3:24])[CH2:17]3)[C:10]=2[CH2:9]1)[C:2]1[CH:7]=[CH:6][CH:5]=[CH:4][CH:3]=1 |f:2.3.4,^1:81,83,102,121|. The solvent is CCOC(=O)C (EtOAc), O (water), O1CCOCC1 (1,4-dioxane). Run at temperature 100 celsius. Reagents/catalysts: C=1C=CC(=CC1)[P](C=2C=CC=CC2)(C=3C=CC=CC3)[Pd]([P](C=4C=CC=CC4)(C=5C=CC=CC5)C=6C=CC=CC6)([P](C=7C=CC=CC7)(C=8C=CC=CC8)C=9C=CC=CC9)[P](C=1C=CC=CC1)(C=1C=CC=CC1)C=1C=CC=CC1 (Pd(Ph3P)4). Reported procedure: To a solution of (R)-6-benzyl-2-chloro-4-(4-methoxy-3,3-dimethylpiperidin-1-yl)-5,6,7,8-tetrahydropyrido[4,3-d]pyrimidine (5.04 g, 12.6 mmol) in 1,4-dioxane (100 mL) was added 3,5-dimethyl-4-(4,4,5,5-tetramethyl-1,3,2-dioxaborolan-2-yl)-1-tosyl-1H-indazole, Example 3, (6.16 g, 12.6 mmol), Pd(Ph3P)4 (2.18 g, 1.89 mmol) and a 2 M solution of sodium carbonate (18.9 mL, 37.7 mmol). The reaction mixture was heated at 100° C. under a nitrogen atmosphere for 16 h. The reaction mixture was then allowed ... Yields the product C=CC1=CC=CC=C1.C(C=C)Cl (allyl chloride styrene). Reaction conditions: time 1 hour. Starting materials: [Si](Cl)(Cl)(Cl)Cl (silicon tetrachloride), Cl[Si] (chlorosilicon), C(C=C)Cl (allyl chloride), C=CC1=CC=CC=C1 (styrene), Cl[Si] (chlorosilicon), [Si](Cl)(Cl)(Cl)Cl (silicon tetrachloride), Cl (Hydrogen chloride). Reported procedure: About 2 parts by weight of a dry, fine, granular hydrated silica and 2 parts by weight of silicon tetrachloride are mixed then agitated while keeping the temperature below the boiling temperature of silicon tetrachloride for 1 to 4 hours. Hydrogen chloride is given off, thereby producing a white, fine granular mixture of chlorosilicon acids. About 8 parts by weight of allyl chloride and 2 parts by weight of styrene and the said chlorosilicon acids are mixed then agitated at ambient temperature a... As a reaction SMILES: [Si](Cl)(Cl)(Cl)Cl.Cl.Cl[Si].[CH2:9]([Cl:12])[CH:10]=[CH2:11].[CH2:13]=[CH:14][C:15]1[CH:20]=[CH:19][CH:18]=[CH:17][CH:16]=1>>[CH2:13]=[CH:14][C:15]1[CH:20]=[CH:19][CH:18]=[CH:17][CH:16]=1.[CH2:9]([Cl:12])[CH:10]=[CH2:11] |f:5.6|. Starting materials: C(C)(C)(C)OC(=O)N1C[C@H](CCC1)CN1C(CCC1)C(=O)N ({(3R)-1-(tert-butoxycarbonyl-3-piperidyl}methyl)pyrrolidine-2-carboxamide), C(C1=CC=CC=C1)OC(=O)N1[C@H](C(=O)OC(C)(C)C)C[C@H](C1)O (N-benzyloxycarbonyl-O-(tert-butyl)-trans-4-hydroxy-L-proline). Product: C(C)(C)(C)OC(=O)N1C[C@H](CCC1)CNC(=O)[C@@H]1NCCC1 ((2R)-N-({(3R)-1-(tert-butoxycarbonyl)-3-piperidyl}methyl)-pyrrolidine-2-carboxamide). As a reaction SMILES: [C:1]([O:5][C:6]([N:8]1[CH2:13][CH2:12][CH2:11][C@H:10]([CH2:14][N:15]2[CH2:19][CH2:18][CH2:17][CH:16]2[C:20]([NH2:22])=O)[CH2:9]1)=[O:7])([CH3:4])([CH3:3])[CH3:2].C([O:30]C(N1C[C@H](O)C[C@H]1C(OC(C)(C)C)=O)=O)C1C=CC=CC=1>>[C:1]([O:5][C:6]([N:8]1[CH2:13][CH2:12][CH2:11][C@H:10]([CH2:14][NH:15][C:19]([C@H:18]2[CH2:17][CH2:16][CH2:20][NH:22]2)=[O:30])[CH2:9]1)=[O:7])([CH3:4])([CH3:3])[CH3:2]. Procedure: The title compound was prepared by methods similar to Steps 1 and 2 of Example 45, using (2R)-N-({(3R)-1-(tert-butoxycarbonyl-3-piperidyl}methyl)pyrrolidine-2-carboxamide and N-benzyloxycarbonyl-O-(tert-butyl)-trans-4-hydroxy-L-proline. The product is BrC=1C=NC(=NC1)OCCCN(C)C ([3-(5-bromo-pyrimidin-2-yloxy)-propyl]-dimethyl-amine). The reactants are CN(CCCO)C (3-(dimethylamino)-1-propanol), [H-].[Na+] (sodium hydride), [Cl-].[NH4+] (ammonium chloride), BrC=1C=NC(=NC1)Cl (5-bromo-2-chloro-pyrimidine). Reaction conditions: time 15 minute. The solvent is O1CCCC1 (tetrahydrofuran), C(C)(=O)OCC (ethyl acetate). Yield: 38.6%. Procedure details: To a solution of 3-(dimethylamino)-1-propanol (47, 3.45 mL, 2.84 mmol) in 10 mL of dry tetrahydrofuran, sodium hydride (0.0784 g, 3.10 mmol) was added at room temperature. After 15 minutes, 5-bromo-2-chloro-pyrimidine (46, 0.500 g, 2.58 mmol) was added and the mixture was stirred at room temperature for 16 hours. To this, ˜500 μL of saturated ammonium chloride was added and the reaction was treated with ethyl acetate and filtered. The solvents were removed from the filtrate under vacuum, then ad... RXN SMILES: [CH3:1][N:2]([CH3:7])[CH2:3][CH2:4][CH2:5][OH:6].[H-].[Na+].[Br:10][C:11]1[CH:12]=[N:13][C:14](Cl)=[N:15][CH:16]=1.[Cl-].[NH4+]>O1CCCC1.C(OCC)(=O)C>[Br:10][C:11]1[CH:12]=[N:13][C:14]([O:6][CH2:5][CH2:4][CH2:3][N:2]([CH3:7])[CH3:1])=[N:15][CH:16]=1 |f:1.2,4.5|.